This data is from the Open Reaction Database (ORD), a public repository of structured organic reaction records. The task is: describe an organic reaction: reactants, conditions, products, and yield The reactants are NC=1C(=CC2=C(N(C3=CC=CC=C23)CCO[Si](C)(C)C(C)(C)C)N1)C(=O)N (2-Amino-9-(2-(tert-butyldimethylsilyloxy)ethyl)-9H-pyrido[2,3-b]indole-3-carboxamide), [F-].C(CCC)[N+](CCCC)(CCCC)CCCC (tetrabutylammonium fluoride). Run in O1CCCC1 (tetrahydrofuran). Conditions: time 3 hour. Product: NC=1C(=CC2=C(N(C3=CC=CC=C23)CCO)N1)C(=O)N (2-amino-9-(2-hydroxyethyl)-9H-pyrido[2,3-b]indole-3-carboxamide). As a reaction SMILES: [NH2:1][C:2]1[C:3]([C:25]([NH2:27])=[O:26])=[CH:4][C:5]2[C:13]3[C:8](=[CH:9][CH:10]=[CH:11][CH:12]=3)[N:7]([CH2:14][CH2:15][O:16][Si](C(C)(C)C)(C)C)[C:6]=2[N:24]=1.[F-].C([N+](CCCC)(CCCC)CCCC)CCC>O1CCCC1>[NH2:1][C:2]1[C:3]([C:25]([NH2:27])=[O:26])=[CH:4][C:5]2[C:13]3[C:8](=[CH:9][CH:10]=[CH:11][CH:12]=3)[N:7]([CH2:14][CH2:15][OH:16])[C:6]=2[N:24]=1 |f:1.2|. Reported procedure: 2-Amino-9-(2-(tert-butyldimethylsilyloxy)ethyl)-9H-pyrido[2,3-b]indole-3-carboxamide (xxv-a, 360 mg, 1.06 mmol) was dissolved in tetrahydrofuran (3 mL). A solution of tetrabutylammonium fluoride (1.0 M in THF, 1.3 mL, 1.4 mmol) was added. The resulting solution was stirred at room temperature 3 h. The solution was concentrated under reduced pressure. The residue was triturated with methylene chloride. The resulted solids were dissolved in tetrahydrofuran and washed with brine. The extracts were ... The reactants are CC#N, CC(=O)O, CS(C)=O, O=C1Nc2cc(Cl)cnc2C1C(=O)c1ccco1, O. Yields the product NC(=O)N1C(=O)C(C(=O)c2ccco2)c2ncc(Cl)cc21. Reaction SMILES: [CH3:19][C:20]#[N:21].[CH3:23][C:24]([OH:25])=[O:26].[CH3:27][S:28]([CH3:29])=[O:30].[Cl:1][c:2]1[cH:3][n:4][c:5]2[c:9]([cH:10]1)[NH:8][C:7](=[O:11])[CH:6]2[C:12](=[O:13])[c:14]1[o:15][cH:16][cH:17][cH:18]1.[OH2:22]>>[Cl:1][c:2]1[cH:3][n:4][c:5]2[c:9]([cH:10]1)[N:8]([C:20]([NH2:21])=[O:25])[C:7](=[O:11])[CH:6]2[C:12](=[O:13])[c:14]1[o:15][cH:16][cH:17][cH:18]1. Starting materials: C(C(=O)Cl)(=O)Cl (Oxalyl chloride), C(=O)(O)C(C)SC(C(=O)OC)CC1=CC2=C(C=C1)OCO2 (methyl 2-(1-carboxyethyl)thio-3-(3,4-methylenedioxyphenyl)propionate). The reagents and catalysts are CN(C)C=O (DMF). Solvent: O1CCCC1 (tetrahydrofuran). Conditions: time 1.5 hour. The product is C1OC2=CC3=C(C[C@@H](S[C@H](C3=O)C)C(=O)OC)C=C2O1 (methyl trans-7,8-methylenedioxy-4-methyl-5-oxo-1,2,4,5-tetrahydro-3-benzothiepine-2-carboxylate). Isolated yield 72.5%. Reaction SMILES: C(Cl)(=O)C(Cl)=O.[C:7]([CH:10]([S:12][CH:13]([CH2:18][C:19]1[CH:24]=[CH:23][C:22]2[O:25][CH2:26][O:27][C:21]=2[CH:20]=1)[C:14]([O:16][CH3:17])=[O:15])[CH3:11])([OH:9])=O>CN(C=O)C.O1CCCC1>[CH2:26]1[O:27][C:21]2[C:22](=[CH:23][C:24]3[C:7](=[O:9])[C@H:10]([CH3:11])[S:12][C@@H:13]([C:14]([O:16][CH3:17])=[O:15])[CH2:18][C:19]=3[CH:20]=2)[O:25]1. Reported procedure: Oxalyl chloride (13.6 g) and DMF (3 drops) were successively added dropwise to a solution of methyl 2-(1-carboxyethyl)thio-3-(3,4-methylenedioxyphenyl)propionate (27.8 g) in tetrahydrofuran (THF) (200 ml), followed by stirring for 1.5 hours at room temperature and concentrated under reduced pressure. The residual oil was dissolved in dichloromethane (250 ml). To the solution was added dropwise tin(IV) tetrachloride (SnCl4)(51.0 g) under ice-cooling. The mixture was stirred for an hour under ice-... Reactants: FC1=C(C=C2C=CC=NC2=C1)CC1=CN=C2N1N=C(C=C2)C=2C=NN(C2)C2CCNCC2 (7-fluoro-6-[6-(1-piperidin-4-yl-1H-pyrazol-4-yl)imidazo[1,2-b]pyridazin-3-ylmethyl]-quinoline), C=O (formaldehyde), [BH3-]C#N.[Na+] (NaBH3CN), CO (MeOH). Solvent: C(Cl)Cl (DCM), C(C)(=O)O (acetic acid). Reaction conditions: time 2 hour. Product: FC1=C(C=C2C=CC=NC2=C1)CC1=CN=C2N1N=C(C=C2)C=2C=NN(C2)C2CCN(CC2)C (7-Fluoro-6-{6-[1-(1-methyl-piperidin-4-yl)-1H-pyrazol-4-yl]-imidazo[1,2-b]pyridazin-3-ylmethyl}-quinoline). Reaction SMILES: CO.[F:3][C:4]1[CH:13]=[C:12]2[C:7]([CH:8]=[CH:9][CH:10]=[N:11]2)=[CH:6][C:5]=1[CH2:14][C:15]1[N:19]2[N:20]=[C:21]([C:24]3[CH:25]=[N:26][N:27]([CH:29]4[CH2:34][CH2:33][NH:32][CH2:31][CH2:30]4)[CH:28]=3)[CH:22]=[CH:23][C:18]2=[N:17][CH:16]=1.C=O.[BH3-][C:38]#N.[Na+]>C(Cl)Cl.C(O)(=O)C>[F:3][C:4]1[CH:13]=[C:12]2[C:7]([CH:8]=[CH:9][CH:10]=[N:11]2)=[CH:6][C:5]=1[CH2:14][C:15]1[N:19]2[N:20]=[C:21]([C:24]3[CH:25]=[N:26][N:27]([CH:29]4[CH2:34][CH2:33][N:32]([CH3:38])[CH2:31][CH2:30]4)[CH:28]=3)[CH:22]=[CH:23][C:18]2=[N:17][CH:16]=1 |f:3.4|. Procedure details: To abs. MeOH (6 mL) stirred at rt were added 7-fluoro-6-[6-(1-piperidin-4-yl-1H-pyrazol-4-yl)imidazo[1,2-b]pyridazin-3-ylmethyl]-quinoline (Example 180, 104 mg, 0.243 mmol), formaldehyde (0.034 mL, 1.216 mmol) and NaBH3CN (76 mg, 1.216 mmol). The RM was then brought to pH 5-6 with addition of acetic acid and stirred at rt for 2 h. It was then taken into DCM and washed with saturated NaHCO3 sol. The organic layer was then washed with brine, dried on Na2SO4, filtered and evaporated. A purification... Starting materials: O=C([O-])[O-], CCCc1c(O)ccc(C(=O)OC)c1O, CN(C)C=O, COc1cc2ccc(CCCCCl)cc2cc1OC, [I-], [K+], [K+], [Na+]. Product: CCCc1c(OCCCCc2ccc3cc(OC)c(OC)cc3c2)ccc(C(=O)OC)c1O. Reaction SMILES: [C:35](=[O:36])([O-:37])[O-:38].[CH3:20][O:21][C:22]([c:23]1[c:24]([OH:33])[c:25]([CH2:30][CH2:31][CH3:32])[c:26]([OH:29])[cH:27][cH:28]1)=[O:34].[CH3:43][N:44]([CH3:45])[CH:46]=[O:47].[Cl:1][CH2:2][CH2:3][CH2:4][CH2:5][c:6]1[cH:7][c:8]2[cH:9][c:10]([O:18][CH3:19])[c:11]([O:16][CH3:17])[cH:12][c:13]2[cH:14][cH:15]1.[I-:42].[K+:39].[K+:40].[Na+:41]>>[CH2:2]([CH2:3][CH2:4][CH2:5][c:6]1[cH:7][c:8]2[cH:9][c:10]([O:18][CH3:19])[c:11]([O:16][CH3:17])[cH:12][c:13]2[cH:14][cH:15]1)[O:29][c:26]1[c:25]([CH2:30][CH2:31][CH3:32])[c:24]([OH:33])[c:23]([C:22]([O:21][CH3:20])=[O:34])[cH:28][cH:27]1. Reactants: C(C)OC(=O)C1(CC1)C1=CC=C(C=C1)C1=CC=C(C=C1)C1=C(C(=NO1)C)CNC(=O)OCC1=CC=CC=C1 (1-{4′-[4-(Benzyloxycarbonylamino-methyl)-3-methyl-isoxazol-5-yl]-biphenyl-4-yl}-cyclopropanecarboxylic acid ethyl ester). The solvent is FC(C(=O)O)(F)F (trifluoroacetic acid). Yields the product C(C)OC(=O)C1(CC1)C1=CC=C(C=C1)C1=CC=C(C=C1)C1=C(C(=NO1)C)CN (1-[4′-(4-Aminomethyl-3-methyl-isoxazol-5-yl)-biphenyl-4-yl]-cyclopropanecarboxylic acid ethyl ester). Run at temperature 85 celsius, time 1 hour. RXN SMILES: [CH2:1]([O:3][C:4]([C:6]1([C:9]2[CH:14]=[CH:13][C:12]([C:15]3[CH:20]=[CH:19][C:18]([C:21]4[O:25][N:24]=[C:23]([CH3:26])[C:22]=4[CH2:27][NH:28]C(OCC4C=CC=CC=4)=O)=[CH:17][CH:16]=3)=[CH:11][CH:10]=2)[CH2:8][CH2:7]1)=[O:5])[CH3:2]>FC(F)(F)C(O)=O>[CH2:1]([O:3][C:4]([C:6]1([C:9]2[CH:10]=[CH:11][C:12]([C:15]3[CH:20]=[CH:19][C:18]([C:21]4[O:25][N:24]=[C:23]([CH3:26])[C:22]=4[CH2:27][NH2:28])=[CH:17][CH:16]=3)=[CH:13][CH:14]=2)[CH2:8][CH2:7]1)=[O:5])[CH3:2]. Procedure: 1-{4′-[4-(Benzyloxycarbonylamino-methyl)-3-methyl-isoxazol-5-yl]-biphenyl-4-yl}-cyclopropanecarboxylic acid ethyl ester (0.462 g, 0.90 mmol) was treated with trifluoroacetic acid (10 mL) and the reaction was stirred at 85° C. for 1 hour. The mixture was concentrated to give the title compound.